From a dataset of the Open Reaction Database (ORD), a public repository of structured organic reaction records. describe an organic reaction: reactants, conditions, products, and yield The reactants are C(C)(C)(C)OC(N[C@@H](CO)C1=C(C=C(C=C1)O)OC)=O ([(R)-2-hydroxy-1-(4-hydroxy-2-methoxy-phenyl)-ethyl]-carbamic acid tert-butyl ester), C(C)C(CBr)CC (2-ethylbutylbromide), C(=O)([O-])[O-].[K+].[K+] (K2CO3). Solvent: CCOCC (ether), CN(C)C=O (DMF). Conditions: temperature 60 celsius. Yields the product C(C)(C)(C)OC(N[C@@H](CO)C1=C(C=C(C=C1)OCC(CC)CC)OC)=O ({(R)-1-[4-(2-Ethyl-butoxy)-2-methoxy-phenyl]-2-hydroxy-ethyl}-carbamicacid tert-butyl ester). Yield: 53.5%. As a reaction SMILES: [C:1]([O:5][C:6](=[O:20])[NH:7][C@H:8]([C:11]1[CH:16]=[CH:15][C:14]([OH:17])=[CH:13][C:12]=1[O:18][CH3:19])[CH2:9][OH:10])([CH3:4])([CH3:3])[CH3:2].[CH2:21]([CH:23]([CH2:26][CH3:27])[CH2:24]Br)[CH3:22].C([O-])([O-])=O.[K+].[K+]>CN(C=O)C.CCOCC>[C:1]([O:5][C:6](=[O:20])[NH:7][C@H:8]([C:11]1[CH:16]=[CH:15][C:14]([O:17][CH2:24][CH:23]([CH2:26][CH3:27])[CH2:21][CH3:22])=[CH:13][C:12]=1[O:18][CH3:19])[CH2:9][OH:10])([CH3:4])([CH3:3])[CH3:2] |f:2.3.4|. Reported procedure: To 34 mg (0.122 mmol) of the [(R)-2-hydroxy-1-(4-hydroxy-2-methoxy-phenyl)-ethyl]-carbamic acid tert-butyl ester and 2-ethylbutylbromide (20 ul, 0.182 mmol) dissolved in 1 ml DMF was added K2CO3 (34 mg, 0.244 mmol) and heated to 60° C. overnight. It was cooled to rt, diluted with ether, and quenched with water. The organic layer was washed with water and brine, and then dried over MgSO4. After removal of the solvent, the residue was purified by flash column (35% EtOAc in hexane) to give the titl...